From a dataset of the Open Reaction Database (ORD), a public repository of structured organic reaction records. describe an organic reaction: reactants, conditions, products, and yield Reactants: CN(c1nc(F)ccc1[N+](=O)[O-])C1CCN(Cc2ccccc2)CC1, CCO, [H][H], O=[Pt]. Product: CN(c1nc(F)ccc1N)C1CCN(Cc2ccccc2)CC1. RXN SMILES: [CH2:1]([c:2]1[cH:3][cH:4][cH:5][cH:6][cH:7]1)[N:8]1[CH2:9][CH2:10][CH:11]([N:14]([c:15]2[n:16][c:17]([F:24])[cH:18][cH:19][c:20]2[N+:21]([O-:22])=[O:23])[CH3:25])[CH2:12][CH2:13]1.[CH3:28][CH2:29][OH:30].[H:26][H:27].[Pt:31]=[O:32]>>[CH2:1]([c:2]1[cH:3][cH:4][cH:5][cH:6][cH:7]1)[N:8]1[CH2:9][CH2:10][CH:11]([N:14]([c:15]2[n:16][c:17]([F:24])[cH:18][cH:19][c:20]2[NH2:21])[CH3:25])[CH2:12][CH2:13]1.